Dataset: the Open Reaction Database (ORD), a public repository of structured organic reaction records. Task: describe an organic reaction: reactants, conditions, products, and yield Starting materials: C#Cc1cc(Cl)ccc1OC(C(=O)[O-])C(C)(C)C, ClCCl, Cl, C1COCCO1. Product: C#Cc1cc(Cl)ccc1OCC(=O)O. Reaction SMILES: [C:1]([CH3:2])([CH3:3])([CH3:4])[CH:5]([C:6](=[O:7])[O-:8])[O:9][c:10]1[c:11]([C:17]#[CH:18])[cH:12][c:13]([Cl:16])[cH:14][cH:15]1.[Cl:26][CH2:27][Cl:28].[ClH:19].[O:20]1[CH2:21][CH2:22][O:23][CH2:24][CH2:25]1>>[CH2:5]([C:6](=[O:7])[OH:8])[O:9][c:10]1[c:11]([C:17]#[CH:18])[cH:12][c:13]([Cl:16])[cH:14][cH:15]1. The reactants are O=C([O-])[O-], CCC(C)=O, CCOC(=O)CCl, Cc1nc(Cl)c2c(n1)NC(=O)CO2, [K+], [K+]. Yields the product CCOC(=O)CN1C(=O)COc2c(Cl)nc(C)nc21. RXN SMILES: [C:21](=[O:22])([O-:23])[O-:24].[CH2:27]([C:28]([CH3:29])=[O:30])[CH3:31].[Cl:1][CH2:2][C:3](=[O:4])[O:5][CH2:6][CH3:7].[Cl:8][c:9]1[n:10][c:11]([CH3:20])[n:12][c:13]2[c:14]1[O:15][CH2:16][C:17](=[O:19])[NH:18]2.[K+:25].[K+:26]>>[CH2:2]([C:3](=[O:4])[O:5][CH2:6][CH3:7])[N:18]1[c:13]2[n:12][c:11]([CH3:20])[n:10][c:9]([Cl:8])[c:14]2[O:15][CH2:16][C:17]1=[O:19]. The reactants are C1(=CC=CC=C1)C (toluene), N1CCCCC1 (piperidine), CN1C(CC(C2=CC(=C(C=C12)C=1C=C(C=O)C=CC1OC(F)(F)F)C)(C)C)=O (3-(1,4,4,6-Tetramethyl-2-oxo-1,2,3,4-tetrahydro-quinolin-7-yl)-4-trifluoromethoxy-benzaldehyde), S1C(NC(C1)=O)=O (2,4-thiazolidinedione). Run in C(C)(=O)O (acetic acid), C(C)(=O)OCC (ethyl acetate). The product is CN1C(CC(C2=CC(=C(C=C12)C=1C=C(C=C2C(NC(S2)=O)=O)C=CC1OC(F)(F)F)C)(C)C)=O (5-[3-(1,4,4,6-tetramethyl-2-oxo-1,2,3,4-tetrahydroquinolin-7-yl)-4-trifluoromethoxy-benzylidene]-thiazolidine-2,4 dione). Isolated yield 45.8%. RXN SMILES: C1(C)C=CC=CC=1.N1CCCCC1.[CH3:14][N:15]1[C:24]2[C:19](=[CH:20][C:21]([CH3:38])=[C:22]([C:25]3[CH:26]=[C:27]([CH:30]=[CH:31][C:32]=3[O:33][C:34]([F:37])([F:36])[F:35])[CH:28]=O)[CH:23]=2)[C:18]([CH3:40])([CH3:39])[CH2:17][C:16]1=[O:41].[S:42]1[CH2:46][C:45](=[O:47])[NH:44][C:43]1=[O:48]>C(OCC)(=O)C.C(O)(=O)C>[CH3:14][N:15]1[C:24]2[C:19](=[CH:20][C:21]([CH3:38])=[C:22]([C:25]3[CH:26]=[C:27]([CH:30]=[CH:31][C:32]=3[O:33][C:34]([F:35])([F:37])[F:36])[CH:28]=[C:46]3[S:42][C:43](=[O:48])[NH:44][C:45]3=[O:47])[CH:23]=2)[C:18]([CH3:39])([CH3:40])[CH2:17][C:16]1=[O:41]. Procedure: A mixture of toluene (80 mL), piperidine (380 μL), acetic acid (380 μL), 3-(1,4,4,6-Tetramethyl-2-oxo-1,2,3,4-tetrahydro-quinolin-7-yl)-4-trifluoromethoxy-benzaldehyde (7.5 g, 19.16 mmol) and 2,4-thiazolidinedione (2.25 g, 19.16 mmol) was heated at reflux overnight. The reaction mixture was cooled to room temperature, diluted with ethyl acetate and washed with water and brine, dried over MgSO4. The residue was recrystallized successively from ethanol, dichloromethane/hexane and ethanol to afford... Starting materials: N([C@@H](CC(C)C)C(=O)CC1=CC=CC=C1)C (H-MeLeu-Bzl), CN1CCOCC1 (N-methylmorpholine), N([C@H](C)C(=O)N([C@@H](CC(C)C)C(=O)O)C)C(=O)OC(C)(C)C (BOC-(D)-Ala-MeLeu-OH), anhydride, C(C(C)(C)C)(=O)Cl (pivaloyl chloride). The product is N([C@H](C)C(=O)N([C@@H](CC(C)C)C(=O)N([C@@H](CC(C)C)C(=O)CC1=CC=CC=C1)C)C)C(=O)OC(C)(C)C (BOC-(D)-Ala-MeLeu-MeLeu-Bzl). Reaction SMILES: CN1CCOCC1.[NH:8]([C:23]([O:25][C:26]([CH3:29])([CH3:28])[CH3:27])=[O:24])[C@@H:9]([C:11]([N:13]([CH3:22])[C@H:14]([C:19]([OH:21])=O)[CH2:15][CH:16]([CH3:18])[CH3:17])=[O:12])[CH3:10].C(Cl)(=O)C(C)(C)C.[NH:37]([CH3:52])[C@H:38]([C:43]([CH2:45][C:46]1[CH:51]=[CH:50][CH:49]=[CH:48][CH:47]=1)=[O:44])[CH2:39][CH:40]([CH3:42])[CH3:41]>C(Cl)(Cl)Cl.O>[NH:8]([C:23]([O:25][C:26]([CH3:29])([CH3:28])[CH3:27])=[O:24])[C@@H:9]([C:11]([N:13]([CH3:22])[C@H:14]([C:19]([N:37]([CH3:52])[C@H:38]([C:43]([CH2:45][C:46]1[CH:47]=[CH:48][CH:49]=[CH:50][CH:51]=1)=[O:44])[CH2:39][CH:40]([CH3:41])[CH3:42])=[O:21])[CH2:15][CH:16]([CH3:17])[CH3:18])=[O:12])[CH3:10]. Solvent: C(Cl)(Cl)Cl (chloroform), O (water), C(Cl)(Cl)Cl (chloroform). Run at temperature -20 celsius, time 90 minute. Procedure details: 17.9 ml (16.4 g=162.4 m mol) N-methylmorpholine are added to a solution of 24.5 g (77.3 m mol) BOC-(D)-Ala-MeLeu-OH dissolved in 200 ml chloroform and the whole is cooled to -20° C. 9.5 ml (9.27 g=77.3 m mol) pivaloyl chloride are then added over 5 minutes and the reaction mixture stirred for 90 minutes, still at -20° C. Anhyride formation is followed by means of IR control and when complete a solution of 18.2 g (77.3 m mol) H-MeLeu-Bzl in 50 ml chloroform is added dropwise at -20° within 5 minu... Reactants: Cl.Cl.ClC1=CC(=C(C=C1OC)N1C[C@@H](NCC1)C)F ((S)-1-(4-Chloro-2-fluoro-5-methoxy-phenyl)-3-methylpiperazine dihydrochloride), N1C(=NC=C1)C1=NN(C2=NC=CC=C21)CC(=O)O ([3-(1H-imidazol-2-yl)pyrazolo[3,4-b]pyridin-1-yl]acetic acid). The product is ClC1=CC(=C(C=C1OC)N1C[C@@H](N(CC1)C(CN1N=C(C=2C1=NC=CC2)C=2NC=CN2)=O)C)F (1-[(S)-4-(4-chloro-2-fluoro-5-methoxyphenyl)-2-methylpiperazin-1-yl]-2-[3-(1H-imidazol-2-yl)pyrazolo[3,4-b]pyridin-1-yl]ethanone). Reaction SMILES: Cl.Cl.[Cl:3][C:4]1[C:9]([O:10][CH3:11])=[CH:8][C:7]([N:12]2[CH2:17][CH2:16][NH:15][C@@H:14]([CH3:18])[CH2:13]2)=[C:6]([F:19])[CH:5]=1.[NH:20]1[CH:24]=[CH:23][N:22]=[C:21]1[C:25]1[C:33]2[C:28](=[N:29][CH:30]=[CH:31][CH:32]=2)[N:27]([CH2:34][C:35](O)=[O:36])[N:26]=1>>[Cl:3][C:4]1[C:9]([O:10][CH3:11])=[CH:8][C:7]([N:12]2[CH2:17][CH2:16][N:15]([C:35](=[O:36])[CH2:34][N:27]3[C:28]4=[N:29][CH:30]=[CH:31][CH:32]=[C:33]4[C:25]([C:21]4[NH:20][CH:24]=[CH:23][N:22]=4)=[N:26]3)[C@@H:14]([CH3:18])[CH2:13]2)=[C:6]([F:19])[CH:5]=1 |f:0.1.2|. Reported procedure: The title compound was prepared following protocol A. (S)-1-(4-Chloro-2-fluoro-5-methoxy-phenyl)-3-methylpiperazine dihydrochloride and [3-(1H-imidazol-2-yl)pyrazolo[3,4-b]pyridin-1-yl]acetic acid were used as the coupling components. The crude product was purified by silica gel chromatography (2% to 3% MeOH in CH2Cl2) to provide 1-[(S)-4-(4-chloro-2-fluoro-5-methoxyphenyl)-2-methylpiperazin-1-yl]-2-[3-(1H-imidazol-2-yl)pyrazolo[3,4-b]pyridin-1-yl]ethanone as a tan solid (29 mg): 1H NMR (CDCl3, ... The reactants are CCOC(=O)C1CC(O)CN1, CS(=O)(=O)Cl, Cl, c1ccncc1. Product: CCOC(=O)C1CC(O)CN1S(C)(=O)=O. As a reaction SMILES: [CH2:2]([CH3:3])[O:4][C:5]([CH:6]1[NH:7][CH2:8][CH:9]([OH:11])[CH2:10]1)=[O:12].[CH3:13][S:14]([Cl:15])(=[O:16])=[O:17].[ClH:1].[cH:18]1[cH:19][cH:20][n:21][cH:22][cH:23]1>>[CH2:2]([CH3:3])[O:4][C:5]([CH:6]1[N:7]([S:14]([CH3:13])(=[O:16])=[O:17])[CH2:8][CH:9]([OH:11])[CH2:10]1)=[O:12]. Reactants: C(C)(C)(C)OC([C@H](CNC(=O)N1CCC(CC1)C1=NC2=NC=C(C=C2C=C1)Br)NS(=O)(=O)C1=CC=CC=C1)=O (4-(6-Bromo-[1,8]naphthyridin-2-yl)piperidin-1-yl-carbonyl-2-(S)-phenylsulfonylamino-β-alanine t-butyl ester). The reagents and catalysts are [Pd] (Pd/C). Run in CCO (EtOH). The product is C(C)(C)(C)OC([C@H](CNC(=O)N1CCC(CC1)C1=NC=2NCCCC2C=C1)NS(=O)(=O)C1=CC=CC=C1)=O (4-(5,6,7,8-Tetrahydro-[1,8]naphthyridin-2-yl)piperidin-1-yl-carbonyl-2-(S)-phenylsulfonylamino-β-alanine t-butyl ester). As a reaction SMILES: [C:1]([O:5][C:6](=[O:39])[C@@H:7]([NH:29][S:30]([C:33]1[CH:38]=[CH:37][CH:36]=[CH:35][CH:34]=1)(=[O:32])=[O:31])[CH2:8][NH:9][C:10]([N:12]1[CH2:17][CH2:16][CH:15]([C:18]2[CH:27]=[CH:26][C:25]3[C:20](=[N:21][CH:22]=[C:23](Br)[CH:24]=3)[N:19]=2)[CH2:14][CH2:13]1)=[O:11])([CH3:4])([CH3:3])[CH3:2]>[Pd].CCO>[C:1]([O:5][C:6](=[O:39])[C@@H:7]([NH:29][S:30]([C:33]1[CH:34]=[CH:35][CH:36]=[CH:37][CH:38]=1)(=[O:31])=[O:32])[CH2:8][NH:9][C:10]([N:12]1[CH2:13][CH2:14][CH:15]([C:18]2[CH:27]=[CH:26][C:25]3[CH2:24][CH2:23][CH2:22][NH:21][C:20]=3[N:19]=2)[CH2:16][CH2:17]1)=[O:11])([CH3:4])([CH3:2])[CH3:3]. Reported procedure: A solution of bromide 3-6 (125 mg, 0.2021 mmol), 10% Pd/C (125 mg) and EtOH (5 ml) was stirred under 1 atm H2 for 1.0 h. The reaction mixture was then filtered through a celite pad and the filtrate concentrated to give urea 3-7 as a colorless oil. Reactants: FC(C(=O)O)(F)F.N1CC(CC1)S(=O)(=O)C1=CC=C(C=C1)O ((RS)-4-(Pyrrolidine-3-sulfonyl)-phenol trifluoro-acetic acid), C(=O)(O)[O-].[Na+] (NaHCO3), C=O (paraformaldehyde), C1(=CC=CC=C1)CC#C (3-phenyl-1-propyne). Reagents/catalysts: Cl[Cu] (CuCl). Run in CO (MeOH). Run at temperature 100 celsius, time 10 minute. The product is C1(=CC=CC=C1)CC#CCN1CC(CC1)S(=O)(=O)C1=CC=C(C=C1)O ((RS)-4-[l-(4-phenyl-but-2-ynyl)-pyrrolidine-3-sulfonyl]-phenol). The yield is 67.2%. RXN SMILES: F[C:2](F)(F)[C:3](O)=O.[NH:8]1[CH2:12][CH2:11][CH:10]([S:13]([C:16]2[CH:21]=[CH:20][C:19]([OH:22])=[CH:18][CH:17]=2)(=[O:15])=[O:14])[CH2:9]1.C([O-])(O)=O.[Na+].C=O.[C:30]1([CH2:36][C:37]#C)[CH:35]=[CH:34][CH:33]=[CH:32][CH:31]=1>CO.Cl[Cu]>[C:30]1([CH2:36][C:37]#[C:2][CH2:3][N:8]2[CH2:12][CH2:11][CH:10]([S:13]([C:16]3[CH:21]=[CH:20][C:19]([OH:22])=[CH:18][CH:17]=3)(=[O:15])=[O:14])[CH2:9]2)[CH:35]=[CH:34][CH:33]=[CH:32][CH:31]=1 |f:0.1,2.3|. Reported procedure: (RS)-4-(Pyrrolidine-3-sulfonyl)-phenol trifluoro-acetic acid (0.2 g, 0.59 mmol) and NaHCO3 (74 mg, 0.88 mmol) were suspended in MeOH (2 ml). After 10 minutes, reaction mixture was concentrated. The residue was taken up in CHCl3. The resulting solid was filtered and the filtrate was concentrated. The so-obtained foam was dissolved in dioxane (2 ml) and treated successively with paraformaldehyde (17.6 mg, 0.586 mmol), 3-phenyl-1-propyne (68 mg, 0.586 mmol) and CuCl (6.2 mg, 0.062 mmol). The reacti... Starting materials: FC(C=1C=C(C=CC1)B(O)O)(F)F (3-(trifluoromethyl)-phenylboronic acid), TEA, BrC=1C=C(C=C(C1)Br)O (3,5-Dibromophenol), FC(C=1C=C(C=CC1)B(O)O)(F)F (3-(trifluoromethyl)-phenylboronic acid), TEA, C(CC(O)(C(=O)O)CC(=O)O)(=O)O (citric acid), FC(C=1C=C(C=CC1)B(O)O)(F)F (3-(trifluoromethyl)-phenylboronic acid). Conditions: time 7 day. Reported procedure: 3,5-Dibromophenol (4.1 g; 16.2 mmol), 3-(trifluoromethyl)-phenylboronic acid (6.2 g; 32.4 mmol), Cu(II) acetate (2.9 g; 16.2 mmol), TEA (5.6 mL; 40.5 mmol) and dichloromethane (150 mL) and molecular sieves (2 ml) was added to a reaction flask the reaction mixture was stirred for 7 days. Further 3-(trifluoromethyl)-phenylboronic acid (6.2 g; 32.4 mmol) was added and the reaction mixture stirred for 1 day. Further 3-(trifluoromethyl)-phenylboronic acid (6.2 g; 32.4 mmol) and TEA (5.6 mL; 40.5 mmol... Run in ClCCl (dichloromethane). Product: BrC1=CC(=CC(=C1)OC1=CC(=CC=C1)C(F)(F)F)Br (1,3-Dibromo-5-(3-trifluoromethyl-phenoxy)-benzene). RXN SMILES: [Br:1][C:2]1[CH:3]=[C:4]([OH:9])[CH:5]=[C:6]([Br:8])[CH:7]=1.[F:10][C:11]([F:22])([F:21])[C:12]1[CH:13]=[C:14](B(O)O)[CH:15]=[CH:16][CH:17]=1.C(O)(=O)CC(CC(O)=O)(C(O)=O)O>CC([O-])=O.CC([O-])=O.[Cu+2].ClCCl>[Br:1][C:2]1[CH:3]=[C:4]([O:9][C:16]2[CH:15]=[CH:14][CH:13]=[C:12]([C:11]([F:22])([F:21])[F:10])[CH:17]=2)[CH:5]=[C:6]([Br:8])[CH:7]=1 |f:3.4.5|. Reagents/catalysts: CC(=O)[O-].CC(=O)[O-].[Cu+2] (Cu(II) acetate). Reaction conditions: temperature 150 celsius, time 20 minute. Product: CC(C)(C)C1=CC=C(C=C1)CNC1=NC=C(C=C1C(=O)OCC)F (Ethyl 2-({[4-(1,1-dimethylethyl)phenyl]methyl}amino)-5-fluoro-3-pyridinecarboxylate). RXN SMILES: Cl[C:2]1[C:7]([C:8]([O:10][CH2:11][CH3:12])=[O:9])=[CH:6][C:5]([F:13])=[CH:4][N:3]=1.[C:14]([C:18]1[CH:25]=[CH:24][C:21]([CH2:22][NH2:23])=[CH:20][CH:19]=1)([CH3:17])([CH3:16])[CH3:15]>C(O)C.C(OCC)(=O)C>[CH3:17][C:14]([C:18]1[CH:19]=[CH:20][C:21]([CH2:22][NH:23][C:2]2[C:7]([C:8]([O:10][CH2:11][CH3:12])=[O:9])=[CH:6][C:5]([F:13])=[CH:4][N:3]=2)=[CH:24][CH:25]=1)([CH3:15])[CH3:16]. Run in C(C)(=O)OCC (ethyl acetate), C(C)O (ethanol). Reported procedure: A solution of ethyl 2-chloro-5-fluoro-3-pyridinecarboxylate (0.490 g, 2.41 mmol) in ethanol (10.0 mL) was treated with 4-tert-butylbenzylamine (0.450 mL, 2.55 mmol). The mixture was heated to 150° C. for 0.5 h and then to 160° C. for 20 min. in a Biotage Initiator microwave synthesizer. The solution was diluted with ethyl acetate and washed with saturated aqueous sodium bicarbonate. The combined organic portions were dried over magnesium sulfate, filtered, and concentrated in vacuo. Purification... The reactants are ClC1=NC=C(C=C1C(=O)OCC)F (ethyl 2-chloro-5-fluoro-3-pyridinecarboxylate), C(C)(C)(C)C1=CC=C(CN)C=C1 (4-tert-butylbenzylamine).